Task: describe an organic reaction: reactants, conditions, products, and yield. Dataset: the Open Reaction Database (ORD), a public repository of structured organic reaction records Starting materials: CC[SiH](CC)CC, COC(=O)Cn1c(C)cc2cc(F)ccc21, ClCCl, ClCCCl, O=C(O)C(F)(F)F, O=Cc1ccccc1S(=O)(=O)c1ccccc1. Product: COC(=O)Cn1c(C)c(Cc2ccccc2S(=O)(=O)c2ccccc2)c2cc(F)ccc21. RXN SMILES: [CH2:1]([SiH:2]([CH2:3][CH3:4])[CH2:5][CH3:6])[CH3:7].[CH3:15][O:16][C:17]([CH2:18][n:19]1[c:20]([CH3:29])[cH:21][c:22]2[cH:23][c:24]([F:28])[cH:25][cH:26][c:27]12)=[O:30].[Cl:48][CH2:49][Cl:50].[Cl:51][CH2:52][CH2:53][Cl:54].[OH:8][C:9]([C:10]([F:11])([F:12])[F:13])=[O:14].[c:31]1([S:37](=[O:38])(=[O:39])[c:40]2[c:41]([CH:42]=[O:43])[cH:44][cH:45][cH:46][cH:47]2)[cH:32][cH:33][cH:34][cH:35][cH:36]1>>[CH3:15][O:16][C:17]([CH2:18][n:19]1[c:20]([CH3:29])[c:21]([CH2:42][c:41]2[c:40]([S:37]([c:31]3[cH:32][cH:33][cH:34][cH:35][cH:36]3)(=[O:38])=[O:39])[cH:47][cH:46][cH:45][cH:44]2)[c:22]2[cH:23][c:24]([F:28])[cH:25][cH:26][c:27]12)=[O:30]. Reactants: C(C)(C)O (isopropanol), BrC1=CC(=C(C=C1)OC)OCC (4-bromo-2-ethoxy-1-methoxy-benzene), C(CCC)[Li] (n-butyllithium), CON(C(=O)C1=CC=C2C=CNC2=C1)C (1H-indole-6-carboxylic acid methoxy-methyl-amide). Run in O (water), C1CCOC1 (THF), C1CCOC1 (THF). Run at temperature -78 celsius, time 20 minute. The product is C(C)OC=1C=C(C=CC1OC)C(=O)C1=CC=C2C=CNC2=C1 ((3-ethoxy-4-methoxy-phenyl)-(1H-indol-6-yl)-methanone). Isolated yield 72.1%. As a reaction SMILES: Br[C:2]1[CH:7]=[CH:6][C:5]([O:8][CH3:9])=[C:4]([O:10][CH2:11][CH3:12])[CH:3]=1.C([Li])CCC.CON(C)[C:21]([C:23]1[CH:31]=[C:30]2[C:26]([CH:27]=[CH:28][NH:29]2)=[CH:25][CH:24]=1)=[O:22].C(O)(C)C>C1COCC1.O>[CH2:11]([O:10][C:4]1[CH:3]=[C:2]([C:21]([C:23]2[CH:31]=[C:30]3[C:26]([CH:27]=[CH:28][NH:29]3)=[CH:25][CH:24]=2)=[O:22])[CH:7]=[CH:6][C:5]=1[O:8][CH3:9])[CH3:12]. Procedure details: A stirred mixture of 4-bromo-2-ethoxy-1-methoxy-benzene (6.52 g, 23.7 mmol) and anhydrous THF (20 mL) was cooled to −78° C., evacuated and refilled with nitrogen for 10 cycles. To this clear solution was slowly added n-butyllithium (9.5 mL, 23.7 mmol) and stirred for 20 min. Then a mixture of 1H-indole-6-carboxylic acid methoxy-methyl-amide (2.20 g, 10.8 mmol) in anhydrous THF (25 mL) was added and stirred for 1 hour at −78° C. The mixture was quenched with isopropanol (4.9 mL, 65 mmol) and wate...